Dataset: the Open Reaction Database (ORD), a public repository of structured organic reaction records. Task: describe an organic reaction: reactants, conditions, products, and yield Starting materials: CC(=O)[O-], CC(=O)CC(C)=O, CC(=O)O, Cl, Nc1cccc(C(F)(F)F)c1F, O=N[O-], [Na+], [Na+], O. Yields the product CC(=O)C(=NNc1cccc(C(F)(F)F)c1F)C(C)=O. RXN SMILES: [CH3:18][C:19](=[O:20])[O-:21].[CH3:22][C:23](=[O:24])[CH2:25][C:26]([CH3:27])=[O:28].[CH3:29][C:30](=[O:31])[OH:32].[ClH:33].[F:1][c:2]1[c:3]([NH2:4])[cH:5][cH:6][cH:7][c:8]1[C:9]([F:10])([F:11])[F:12].[N:13]([O-:14])=[O:15].[Na+:16].[Na+:17].[OH2:34]>>[F:1][c:2]1[c:3]([NH:4][N:13]=[C:25]([C:23]([CH3:22])=[O:24])[C:26]([CH3:27])=[O:28])[cH:5][cH:6][cH:7][c:8]1[C:9]([F:10])([F:11])[F:12]. Starting materials: BrCCC1CCOC2=C1C=CC=C2 (4-(2-bromoethyl)-3,4-dihydro-(2H)-benzopyran), [I-].[K+] (potassium iodide), C(\C=C\C(=O)O)(=O)O (fumaric acid), Cl.COC=1C=C(C=CC1OC)C1CCNCC1 (4-(3,4-dimethoxyphenyl)piperidine hydrochloride), C([O-])([O-])=O.[K+].[K+] (potassium carbonate). Solvent: C(C)(C)O (isopropyl alcohol), C(C)(=O)OCC (ethyl acetate), C(C)(C)O (isopropyl alcohol), CC(CC)=O (2-butanone). Yields the product C(\C=C\C(=O)O)(=O)O.O1CCC(C2=C1C=CC=C2)CCN2CCC(CC2)C2=CC(=C(C=C2)OC)OC (1-[2-(3,4-dihydro-1(2H)-benzopyran-4-yl)ethyl]-4-(3,4-dimethoxyphenyl)piperidine fumarate). Isolated yield 80.4%. RXN SMILES: Br[CH2:2][CH2:3][CH:4]1[C:9]2[CH:10]=[CH:11][CH:12]=[CH:13][C:8]=2[O:7][CH2:6][CH2:5]1.Cl.[CH3:15][O:16][C:17]1[CH:18]=[C:19]([CH:25]2[CH2:30][CH2:29][NH:28][CH2:27][CH2:26]2)[CH:20]=[CH:21][C:22]=1[O:23][CH3:24].C(=O)([O-])[O-].[K+].[K+].[I-].[K+].[C:39]([OH:46])(=[O:45])/[CH:40]=[CH:41]/[C:42]([OH:44])=[O:43]>CC(=O)CC.C(O)(C)C.C(OCC)(=O)C>[C:39]([OH:46])(=[O:45])/[CH:40]=[CH:41]/[C:42]([OH:44])=[O:43].[O:7]1[C:8]2[CH:13]=[CH:12][CH:11]=[CH:10][C:9]=2[CH:4]([CH2:3][CH2:2][N:28]2[CH2:27][CH2:26][CH:25]([C:19]3[CH:20]=[CH:21][C:22]([O:23][CH3:24])=[C:17]([O:16][CH3:15])[CH:18]=3)[CH2:30][CH2:29]2)[CH2:5][CH2:6]1 |f:1.2,3.4.5,6.7,12.13|. Procedure details: The procedure of Example 2 is followed, but starting with the A isomer of 4-(2-bromoethyl)-3,4-dihydro-(2H)-benzopyran (1.5 g) and 4-(3,4-dimethoxyphenyl)piperidine hydrochloride (1.78 g), followed by dry potassium carbonate (1.71 g) and by potassium iodide (1.03 g) in 2-butanone (50 cc). The oil obtained is taken up with ethyl acetate (50 cc). The organic phase is washed with a 1N solution of sodium hydroxide (10 cc) and then with water and is then dried over magnesium sulphate. It is then conc... The reactants are COC=1C=C(C=CC1)O (3-methoxyphenol), C(=O)([O-])[O-].[K+].[K+] (K2CO3), COC(C(C(=O)OC)Cl)=O (dimethylchloromalonate). Solvent: CC(=O)C (acetone), CC(=O)C (acetone). Reaction conditions: temperature 40 celsius, time 15 minute. The product is COC(C(C(=O)OC)OC1=CC(=CC=C1)OC)=O (dimethyl-(3-methoxyphenoxy)malonate). As a reaction SMILES: [CH3:1][O:2][C:3]1[CH:4]=[C:5]([OH:9])[CH:6]=[CH:7][CH:8]=1.C([O-])([O-])=O.[K+].[K+].[CH3:16][O:17][C:18](=[O:25])[CH:19](Cl)[C:20]([O:22][CH3:23])=[O:21]>CC(C)=O>[CH3:16][O:17][C:18](=[O:25])[CH:19]([O:9][C:5]1[CH:6]=[CH:7][CH:8]=[C:3]([O:2][CH3:1])[CH:4]=1)[C:20]([O:22][CH3:23])=[O:21] |f:1.2.3|. Procedure details: To a solution of 3-methoxyphenol (115 g) in acetone (1000 ml) was added K2CO3 (115 g). The suspension was stirred at 40° C. for 15 min. A solution of dimethylchloromalonate (133 ml) in acetone was added over a period of 45 min. The resulting brown suspension was stirred overnight at 70° C. Finally, the solvent was removed under reduced pressure and the residue was taken up in water (1000 ml) and extracted twice with DCM (500 ml). The combined organic layers were washed with water (500 ml), dried... The reactants are C(CCC)N(C(=O)C=1N=C(N(C1)C)C1=C(C=C(C(=O)O)C=C1)C(=O)N1CC2=CC=CC=C2CC1)CCCC (4-(4-(dibutylcarbamoyl)-1-methyl-1H-imidazol-2-yl)-3-(1,2,3,4-tetrahydroisoquinoline-2-carbonyl)benzoic acid), C(CCC)N(C(=O)C=1N=CN(C1C1=C(C=C(C(=O)OC)C=C1)C(=O)N1CC2=CC=CC=C2CC1)C)CCCC (methyl 4-(4-(dibutylcarbamoyl)-1-methyl-1H-imidazol-5-yl)-3-(1,2,3,4-tetrahydroisoquinoline-2-carbonyl)benzoate). The product is C(CCC)N(C(=O)C=1N=CN(C1C1=C(C=C(C(=O)O)C=C1)C(=O)N1CC2=CC=CC=C2CC1)C)CCCC (4-(4-(Dibutylcarbamoyl)-1-methyl-1H-imidazol-5-yl)-3-(1,2,3,4-tetrahydroisoquinoline-2-carbonyl)benzoic acid). Yield: 77.4%. RXN SMILES: C(N(CCCC)C(C1N=C(C2C=CC(C(O)=O)=CC=2C(N2CCC3C(=CC=CC=3)C2)=O)N(C)C=1)=O)CCC.[CH2:39]([N:43]([CH2:74][CH2:75][CH2:76][CH3:77])[C:44]([C:46]1[N:47]=[CH:48][N:49]([CH3:73])[C:50]=1[C:51]1[CH:60]=[CH:59][C:54]([C:55]([O:57]C)=[O:56])=[CH:53][C:52]=1[C:61]([N:63]1[CH2:72][CH2:71][C:70]2[C:65](=[CH:66][CH:67]=[CH:68][CH:69]=2)[CH2:64]1)=[O:62])=[O:45])[CH2:40][CH2:41][CH3:42]>>[CH2:39]([N:43]([CH2:74][CH2:75][CH2:76][CH3:77])[C:44]([C:46]1[N:47]=[CH:48][N:49]([CH3:73])[C:50]=1[C:51]1[CH:60]=[CH:59][C:54]([C:55]([OH:57])=[O:56])=[CH:53][C:52]=1[C:61]([N:63]1[CH2:72][CH2:71][C:70]2[C:65](=[CH:66][CH:67]=[CH:68][CH:69]=2)[CH2:64]1)=[O:62])=[O:45])[CH2:40][CH2:41][CH3:42]. Reported procedure: Following a procedure analogous to that for the synthesis of Intermediate 264L, methyl 4-(4-(dibutylcarbamoyl)-1-methyl-1H-imidazol-5-yl)-3-(1,2,3,4-tetrahydroisoquinoline-2-carbonyl)benzoate (400 mg, 0.75 mmol) was converted to the title compound (300 mg, 77%). MS(ESI+) m/z 517.6 (M+H)+. Starting materials: COC1(C(CN(CC1)C1=C(C=C(C=C1)N1C(O[C@H](C1)CN)=O)F)F)OC ((S)-{3-[4-(4,4-dimethoxy-3-fluoropiperidin-1-yl)-3-fluorophenyl]-2-oxo-oxazolidin-5-ylmethyl}-amine), N1=CC=CC=C1 (pyridine), C(C)(=O)OC(C)=O (acetic anhydride). Solvent: C(C)(=O)OCC (ethyl acetate). Run at time 5 hour. Yields the product COC1(C(CN(CC1)C1=C(C=C(C=C1)N1C(O[C@H](C1)CCC(=O)N)=O)F)F)OC ((S)-{3-[4-(4,4-dimethoxy-3-fluoropiperidin-1-yl)-3-fluorophenyl]-2-oxo-oxazolidin-5-ylmethyl}-acetamide). Isolated yield 58.0%. Reaction SMILES: [CH3:1][O:2][C:3]1([O:25][CH3:26])[CH2:8][CH2:7][N:6]([C:9]2[CH:14]=[CH:13][C:12]([N:15]3[CH2:19][C@H:18]([CH2:20]N)[O:17][C:16]3=[O:22])=[CH:11][C:10]=2[F:23])[CH2:5][CH:4]1[F:24].[N:27]1C=CC=[CH:29][CH:28]=1.C(OC(=O)C)(=[O:35])C>C(OCC)(=O)C>[CH3:1][O:2][C:3]1([O:25][CH3:26])[CH2:8][CH2:7][N:6]([C:9]2[CH:14]=[CH:13][C:12]([N:15]3[CH2:19][C@H:18]([CH2:20][CH2:29][C:28]([NH2:27])=[O:35])[O:17][C:16]3=[O:22])=[CH:11][C:10]=2[F:23])[CH2:5][CH:4]1[F:24]. Procedure: The mixture of (S)-{3-[4-(4,4-dimethoxy-3-fluoropiperidin-1-yl)-3-fluorophenyl]-2-oxo-oxazolidin-5-ylmethyl}-amine (6.73 mmol), pyridine (26.9 mmol), acetic anhydride (9.43 mmol) in ethyl acetate (25 ml) was stirred for 5 hours at room temperature. The reaction mixture was extracted with the ethyl acetate water mixture and combined organic layer was dried over sodium sulfate. The removal of the solvent afforded a residue, which was chromatographed over silica gel to give title compound in 58% yi... The reactants are C1CCOC1, Cl, Cc1cc(COCCCCC(N=[N+]=[N-])C(=O)N2C(=O)OCC2Cc2ccccc2)ccc1F, [Li+], [Na+], [Na+], [OH-], O, O, OO, O=S([O-])[O-]. Yields the product Cc1cc(COCCCCC(N=[N+]=[N-])C(=O)O)ccc1F. Reaction SMILES: [CH2:45]1[O:46][CH2:47][CH2:48][CH2:49]1.[ClH:44].[F:1][c:2]1[c:3]([CH3:33])[cH:4][c:5]([CH2:6][O:7][CH2:8][CH2:9][CH2:10][CH2:11][CH:12]([C:13](=[O:14])[N:15]2[CH:16]([CH2:17][c:18]3[cH:19][cH:20][cH:21][cH:22][cH:23]3)[CH2:24][O:25][C:26]2=[O:27])[N:28]=[N+:29]=[N-:30])[cH:31][cH:32]1.[Li+:37].[Na+:42].[Na+:43].[OH-:36].[OH2:50].[OH2:51].[OH:34][OH:35].[S:38](=[O:39])([O-:40])[O-:41]>>[F:1][c:2]1[c:3]([CH3:33])[cH:4][c:5]([CH2:6][O:7][CH2:8][CH2:9][CH2:10][CH2:11][CH:12]([C:13]([OH:14])=[O:39])[N:28]=[N+:29]=[N-:30])[cH:31][cH:32]1.